This data is from the Open Reaction Database (ORD), a public repository of structured organic reaction records. The task is: describe an organic reaction: reactants, conditions, products, and yield Starting materials: C1[C@H](O1)CO ((R)-glycidol), O (water), N,N-dimethylaminopyridine, C1(=CC=C(C=C1)S(=O)(=O)Cl)C (p-toluenesulfonyl chloride), [OH-].[Na+] (sodium hydroxide). Run in C1(=CC=CC=C1)C (toluene). Conditions: temperature 2.5 celsius. The product is S(=O)(=O)(OC[C@@H]1CO1)C1=CC=C(C)C=C1 ((S)-glycidyl tosylate). The yield is 78.4%. As a reaction SMILES: [CH2:1]1[O:3][C@@H:2]1[CH2:4][OH:5].O.[C:7]1([CH3:17])[CH:12]=[CH:11][C:10]([S:13](Cl)(=[O:15])=[O:14])=[CH:9][CH:8]=1.[OH-].[Na+]>C1(C)C=CC=CC=1>[S:13]([C:10]1[CH:11]=[CH:12][C:7]([CH3:17])=[CH:8][CH:9]=1)([O:5][CH2:4][C@H:2]1[O:3][CH2:1]1)(=[O:15])=[O:14] |f:3.4|. Procedure: To a solution of 6.7 g of (R)-glycidol (0.09 mol)(optical purity: 99.4% ee) and 50 ml of water, 0.17 g of N,N-dimethylaminopyridine (0.0014 mol) and 17.2 g of p-toluenesulfonyl chloride (0.09 mol) in 50 ml of toluene, and then 18.1 g of 24% sodium hydroxide (0.11 mol) were added under stirring at 0-5° C. And the solution was stirred for one hour. After separation with a separating funnel, the organic layer was washed with 50 ml of 1% hydrochloric acid and 50 ml of water. The excess solvent was r... The reactants are [N+](=O)([O-])C1=CC=C(CO)C=C1 (4-nitrobenzyl alcohol), CC1=C(C=CC=C1)N=C=O (2-methylphenyl isocyanate). The reagents and catalysts are [Pd] (palladium/carbon). Run in C(C)(C)(C)OC (methyl tert-butyl ether). Conditions: time 30 minute. Product: CC1=C(C=CC=C1)NC(NC1=CC=C(CO)C=C1)=O (4-(3-(2-Methylphenyl)ureido)benzyl alcohol). RXN SMILES: [N+:1]([C:4]1[CH:11]=[CH:10][C:7]([CH2:8][OH:9])=[CH:6][CH:5]=1)([O-])=O.[CH3:12][C:13]1[CH:18]=[CH:17][CH:16]=[CH:15][C:14]=1[N:19]=[C:20]=[O:21]>C(OC)(C)(C)C.[Pd]>[CH3:12][C:13]1[CH:18]=[CH:17][CH:16]=[CH:15][C:14]=1[NH:19][C:20](=[O:21])[NH:1][C:4]1[CH:11]=[CH:10][C:7]([CH2:8][OH:9])=[CH:6][CH:5]=1. Procedure: 30.6 g (200 mmol) of 4-nitrobenzyl alcohol were hydrogenated with ice cooling over 1.0 g of palladium/carbon (10% strength; 50% water) in 500 ml of methyl tert-butyl ether. After the absorption of hydrogen was complete, the catalyst was filtered off and 24.8 ml (200 mmol) of 2-methylphenyl isocyanate were added to the filtrate at 15° C. with stirring in the course of 30 minutes. The precipitated solid was filtered off with suction and washed with methyl tert-butyl ether. Yield: 46.9 g (92%). Starting materials: C1(=CC=CC=C1)COC1=CC=C(C=O)C=C1 (4-(phenylmethoxy)benzaldehyde), C(CCC)[Li] (n-butyllithium), [Br-].COC(C)(OCCC[P+](C1=CC=CC=C1)(C1=CC=CC=C1)C1=CC=CC=C1)C ([3-(1-methoxy-1-methylethoxy)propyl] triphenylphosphonium bromide). Run in C1CCOC1 (THF), CCCCCC (hexane), CCCCCC (hexane), C1CCOC1 (THF). Conditions: time 30 minute. Yields the product C1(=CC=CC=C1)COC1=CC=C(C=C1)C=CCCO (4-[4-(Phenylmethoxy)phenyl]-3-butenol). Isolated yield 86.8%. Reaction SMILES: C([Li])CCC.[Br-].COC(C)([O:11][CH2:12][CH2:13][CH2:14][P+](C1C=CC=CC=1)(C1C=CC=CC=1)C1C=CC=CC=1)C.[C:35]1([CH2:41][O:42][C:43]2[CH:50]=[CH:49][C:46]([CH:47]=O)=[CH:45][CH:44]=2)[CH:40]=[CH:39][CH:38]=[CH:37][CH:36]=1>CCCCCC.C1COCC1>[C:35]1([CH2:41][O:42][C:43]2[CH:50]=[CH:49][C:46]([CH:47]=[CH:14][CH2:13][CH2:12][OH:11])=[CH:45][CH:44]=2)[CH:40]=[CH:39][CH:38]=[CH:37][CH:36]=1 |f:1.2|. Procedure: A solution of n-butyllithium in hexane (1.6 M, 20 ml) was added to a stirred suspension of finely powdered [3-(1-methoxy-1-methylethoxy)propyl] triphenylphosphonium bromide (14 g) in dry THF (100 ml) at 0°. The mixture was stirred at 0° for 30 min, treated with a solution of 4-(phenylmethoxy)benzaldehyde (5 g) in THF (25 ml), stirred at 0° for 2 h and filtered through silica. The filtercake was washed with ER, the combined filtrates evaporated in vacuo and the residual oil triturated with ER (50...